The task is: describe an organic reaction: reactants, conditions, products, and yield. This data is from the Open Reaction Database (ORD), a public repository of structured organic reaction records. The solvent is C(C)(C)(C)O (t-butanol), COCCOC (DME). Procedure: 2-Acetyl-N-methylpyrrolidine 0.979g (7.7 mmol) and toluenesulfonylmethyl isocyanide 2.3 g (11.5 mmol) are dissolved in 50 mL of dry DME and cooled to −78° C. while stirring under N2. To this mixture is added dropwise a solution of potassium t-butoxide 1.75 g (15.4 mmol) in 15 mL of hot t-butanol. The reaction mixture is stirred at −78° C. for 3 h then poured into 50 mL of H2O and extracted with 150 mL of dichloromethane and 150 mL of EtOAc. The organic layers are combined, washed with saturated ... The reactants are CC(C)([O-])C.[K+] (potassium t-butoxide), O (H2O), C(C)(=O)C1N(CCC1)C (2-Acetyl-N-methylpyrrolidine), C=1(C(=CC=CC1)S(=O)(=O)C[N+]#[C-])C (toluenesulfonylmethyl isocyanide). Run at temperature -78 celsius. As a reaction SMILES: [C:1]([CH:4]1CCC[N:5]1[CH3:9])(=O)[CH3:2].C1(C)C(S(C[N+:20]#[C-])(=O)=O)=CC=CC=1.[CH3:23][C:24]([CH3:27])([O-])[CH3:25].[K+].O>COCCOC.C(O)(C)(C)C>[CH3:9][N:5]1[CH2:4][CH2:1][CH2:2][CH:23]1[CH:24]([CH3:27])[C:25]#[N:20] |f:2.3|. The product is CN1C(CCC1)C(C#N)C (2-(N-Methyl-2-pyrrolidinyl)proprionitrile). Reactants: [BH4-].[Na+] (sodium borohydride), C(C)(C)(C)C1=CC=C(C=C1)C=C(C=O)C (3-(p-tert.butyl-phenyl)-2-methyl-acrolein), ice. The solvent is CO (methanol). Run at time 2.5 hour. The product is C(C)(C)(C)C1=CC=C(C=C1)C=C(CO)C (3-(p-tert.butyl-phenyl)-2-methyl-allyl alcohol). Reaction SMILES: [C:1]([C:5]1[CH:10]=[CH:9][C:8]([CH:11]=[C:12]([CH3:15])[CH:13]=[O:14])=[CH:7][CH:6]=1)([CH3:4])([CH3:3])[CH3:2].[BH4-].[Na+]>CO>[C:1]([C:5]1[CH:6]=[CH:7][C:8]([CH:11]=[C:12]([CH3:15])[CH2:13][OH:14])=[CH:9][CH:10]=1)([CH3:4])([CH3:2])[CH3:3] |f:1.2|. Procedure details: 404.5 g of 3-(p-tert.butyl-phenyl)-2-methyl-acrolein are dissolved in 2500 ml of methanol and treated portionwise with 38 g of sodium borohydride while cooling with ice. Subsequently, the mixture is stirred at room temperature for 2.5 hours, poured into 2500 ml of ice-cold 2-N hydrochloric acid and exhaustively extracted with hexane. The combined hexane extracts are washed neutral with water, dried over sodium sulphate and evaporated. Vacuum distillation yields pure 3-(p-tert.butyl-phenyl)-2-met... Starting materials: CCCNC, CC(C)=O, CC(C)(C)C(=O)Nc1cccc(CCl)n1, [I-], [K+]. The product is CCCN(C)Cc1cccc(NC(=O)C(C)(C)C)n1. Reaction SMILES: [CH3:16][NH:17][CH2:18][CH2:19][CH3:20].[CH3:23][C:24](=[O:25])[CH3:26].[Cl:1][CH2:2][c:3]1[cH:4][cH:5][cH:6][c:7]([NH:9][C:10]([C:11]([CH3:12])([CH3:13])[CH3:14])=[O:15])[n:8]1.[I-:22].[K+:21]>>[CH2:2]([c:3]1[cH:4][cH:5][cH:6][c:7]([NH:9][C:10]([C:11]([CH3:12])([CH3:13])[CH3:14])=[O:15])[n:8]1)[N:17]([CH3:16])[CH2:18][CH2:19][CH3:20]. The reactants are N(=[N+]=[N-])C1=CC2=C(N(C(=N2)C)C)C(=C1)C (5-azido-1,2,7-trimethyl-1H-benzimidazole), Cl.C(=O)(O)CCP(CCC(=O)O)CCC(=O)O (tris(2-carboxyethyl)phosphine-hydrochloride), E-water. Solvent: O1CCOCC1 (dioxane). Conditions: time 8 hour. The product is Cl.CN1C(=NC2=C1C(=CC(=C2)N)C)C (1,2,7-trimethyl-1H-benzimidazol-5-ylamine hydrochloride). As a reaction SMILES: [N:1]([C:4]1[CH:14]=[C:13]([CH3:15])[C:7]2[N:8]([CH3:12])[C:9]([CH3:11])=[N:10][C:6]=2[CH:5]=1)=[N+]=[N-].[ClH:16].C(CCP(CCC(O)=O)CCC(O)=O)(O)=O>O1CCOCC1>[ClH:16].[CH3:12][N:8]1[C:7]2[C:13]([CH3:15])=[CH:14][C:4]([NH2:1])=[CH:5][C:6]=2[N:10]=[C:9]1[CH3:11] |f:1.2,4.5|. Procedure: Under a nitrogen atmosphere, 200 mg (1.00 mmol) 5-azido-1,2,7-trimethyl-1H-benzimidazole, 420 mg (1.50 mmol) tris(2-carboxyethyl)phosphine-hydrochloride, 1.5 mL dioxane and 0.5 mL E-water were combined and the mixture was stirred at RT overnight. Then the reaction mixture was acidified and extracted with EtOAc. The aqueous phase was made alkaline with aqueous sodium hydroxide solution and extracted with DCM. The organic phase was dried on sodium sulphate, filtered and evaporated down. The residu... Reactants: CS(C)=O, Clc1cnc(Cl)c2cc(Sc3ccccc3)ccc12, Cl, [H-], N=C(N)N, [Na+], O. The product is N=C(N)Nc1ncc(Cl)c2ccc(Sc3ccccc3)cc12. Reaction SMILES: [CH3:28][S:29]([CH3:30])=[O:31].[Cl:8][c:9]1[n:10][cH:11][c:12]([Cl:26])[c:13]2[cH:14][cH:15][c:16]([S:19][c:20]3[cH:21][cH:22][cH:23][cH:24][cH:25]3)[cH:17][c:18]12.[ClH:3].[H-:2].[NH2:4][C:5](=[NH:6])[NH2:7].[Na+:1].[OH2:27]>>[NH:4]=[C:5]([NH:6][c:9]1[n:10][cH:11][c:12]([Cl:26])[c:13]2[cH:14][cH:15][c:16]([S:19][c:20]3[cH:21][cH:22][cH:23][cH:24][cH:25]3)[cH:17][c:18]12)[NH2:7]. Starting materials: COC=1C=CC(=CC1)P2(=S)SP(=S)(S2)C=3C=CC(=CC3)OC (Lawesson's reagent), C1(=CC=CC=C1)/C=C/CC(=O)N ((E)-4-phenylbut-3-enamide). The solvent is C1(=CC=CC=C1)C (toluene). Product: C1(=CC=CC=C1)/C=C/CC(N)=S ((E)-4-phenylbut-3-enethioamide). Isolated yield 58.2%. As a reaction SMILES: COC1C=CC(P2(SP(C3C=CC(OC)=CC=3)(=S)S2)=[S:10])=CC=1.[C:23]1(/[CH:29]=[CH:30]/[CH2:31][C:32]([NH2:34])=O)[CH:28]=[CH:27][CH:26]=[CH:25][CH:24]=1>C1(C)C=CC=CC=1>[C:23]1(/[CH:29]=[CH:30]/[CH2:31][C:32](=[S:10])[NH2:34])[CH:28]=[CH:27][CH:26]=[CH:25][CH:24]=1. Procedure: Lawesson's reagent (1.88 g, 4.65 mmol) was added to (E)-4-phenylbut-3-enamide (500 mg, 3.10 mmol) in toluene (25 mL). The reaction mixture was refluxed for 24 h then cooled to room temperature. The solvent was then removed under reduced pressure. The crude residue was purified twice by column chromatography to give >90% pure (E)-4-phenylbut-3-enethioamide (320 mg). Starting materials: C(C)(=O)C=1C(CC(CC1O)C1CSCCC1)=O (2-acetyl-3-hydroxy-5-(tetrahydro-2H-thiopyran-3-yl)cyclohex-2-en-1-one), ClC1=CC=C(S1)CON ((5-chlorothien-2-yl)methoxyamine). Solvent: C(C)O (ethanol), C(C)O (ethanol). Conditions: time 14 hour. Yields the product ClC1=CC=C(S1)CON=C(C)C=1C(CC(CC1O)C1CSCCC1)=O (2-[1-[(5-chlorothien-2-yl)methoxyimino] ethyl]-3-hydroxy-5-(tetrahydro-2H-thiopyran-3-yl)cyclohex-2-en-1-one). Isolated yield 95.0%. Reaction SMILES: [C:1]([C:4]1[C:5](=[O:17])[CH2:6][CH:7]([CH:11]2[CH2:16][CH2:15][CH2:14][S:13][CH2:12]2)[CH2:8][C:9]=1[OH:10])(=O)[CH3:2].[Cl:18][C:19]1[S:23][C:22]([CH2:24][O:25][NH2:26])=[CH:21][CH:20]=1>C(O)C>[Cl:18][C:19]1[S:23][C:22]([CH2:24][O:25][N:26]=[C:1]([C:4]2[C:5](=[O:17])[CH2:6][CH:7]([CH:11]3[CH2:16][CH2:15][CH2:14][S:13][CH2:12]3)[CH2:8][C:9]=2[OH:10])[CH3:2])=[CH:21][CH:20]=1. Procedure: A solution containing 5.1 g (0.020 mol) of 2-acetyl-3-hydroxy-5-(tetrahydro-2H-thiopyran-3-yl)cyclohex-2-en-1-one and 3.4 g (0.021 mol) of (5-chlorothien-2-yl)methoxyamine in 200 ml of ethanol was stirred overnight (about 14 hours) at room temperature and then evaporated to remove ethanol. The concentrate was diluted with 150 ml of methylene chloride and then washed with 100 ml of water and then with 100 ml of saturated aqueous sodium chloride solution. The washed methylene chloride solution was... Reactants: CC1=CC=C(C(=O)Cl)C=C1 (4-Methylbenzoyl chloride), CN(C)C=O (DMF), NC1=C(C=C(C=C1)O)C (4-amino-3-methylphenol). The solvent is C(C)N(CC)CC (triethylamine). Conditions: time 30 minute. Product: OC1=CC(=C(C=C1)C1=C(C(=O)N)C=CC(=C1)C)C (4-hydroxy-2-methylphenyl-4-methylbenzamide). The yield is 12.0%. Reaction SMILES: [CH3:1][C:2]1[CH:10]=[CH:9][C:5]([C:6](Cl)=[O:7])=[CH:4][CH:3]=1.C[N:12](C=O)C.N[C:17]1[CH:22]=[CH:21][C:20]([OH:23])=[CH:19][C:18]=1[CH3:24]>C(N(CC)CC)C>[OH:23][C:20]1[CH:21]=[CH:22][C:17]([C:9]2[CH:10]=[C:2]([CH3:1])[CH:3]=[CH:4][C:5]=2[C:6]([NH2:12])=[O:7])=[C:18]([CH3:24])[CH:19]=1. Reported procedure: 4-Methylbenzoyl chloride was added to a DMF solution of a mixture of 4-amino-3-methylphenol and triethylamine, and stirred at room temperature for 30 minutes. The relative amount of each compound used, and the purification of the product. is described in Production Example 4. Thus was obtained the intended product, 4-hydroxy-2-methylphenyl-4-methylbenzamide (yield: 12%). Starting materials: BrN1C(CCC1=O)=O (N-bromosuccinimide), C(C1=CC=CC=C1)(=O)OOC(C1=CC=CC=C1)=O (benzoyl peroxide), COC=1C=NC2=CC=CN=C2C1C (3-methoxy-4-methyl-1,5-naphthyridine). Solvent: C(Cl)(Cl)(Cl)Cl (carbontetrachloride). Run at temperature 80 celsius. Product: BrCC1=C(C=NC2=CC=CN=C12)OC (4-bromomethyl-3-methoxy-[1,5]naphthyridine). RXN SMILES: [CH3:1][O:2][C:3]1[CH:4]=[N:5][C:6]2[C:11]([C:12]=1[CH3:13])=[N:10][CH:9]=[CH:8][CH:7]=2.[Br:14]N1C(=O)CCC1=O.C(OOC(=O)C1C=CC=CC=1)(=O)C1C=CC=CC=1>C(Cl)(Cl)(Cl)Cl>[Br:14][CH2:13][C:12]1[C:11]2[C:6](=[CH:7][CH:8]=[CH:9][N:10]=2)[N:5]=[CH:4][C:3]=1[O:2][CH3:1]. Procedure details: To 3-methoxy-4-methyl-1,5-naphthyridine (0.26 g) dissolved in carbontetrachloride (6 ml) was added N-bromosuccinimide (1.2 eq) and benzoyl peroxide (0.3 eq) and heated at 80° C. for 4 h. The reaction was partitioned between satd. NaHCO3 and DCM, and the DCM layer then dried over Na2SO4 to give the title compound (120 mg) after concentration. MS (ESI+) for m/z 252 [M+H]+.